The task is: describe an organic reaction: reactants, conditions, products, and yield. This data is from the Open Reaction Database (ORD), a public repository of structured organic reaction records. Reactants: C1(CCCCC1)CCCN1C(N(C=C1)C1=CC=C(C=C1)[N+](=O)[O-])=O (1-(3-Cyclohexyl-propyl)-3-(4-nitro-phenyl)-1,3-dihydro-imidazol-2-one), O.O.[Sn](Cl)(Cl)(Cl)Cl (tin chloride dihydrate), [OH-].[Na+] (sodium hydroxide). The solvent is C(C)O (ethanol). Conditions: temperature 70 celsius. The product is NC1=CC=C(C=C1)N1C(N(C=C1)CCCC1CCCCC1)=O (1-(4-Amino-phenyl)-3-(3-cyclohexyl-propyl)-1,3-dihydro-imidazol-2-one). As a reaction SMILES: [CH:1]1([CH2:7][CH2:8][CH2:9][N:10]2[CH:14]=[CH:13][N:12]([C:15]3[CH:20]=[CH:19][C:18]([N+:21]([O-])=O)=[CH:17][CH:16]=3)[C:11]2=[O:24])[CH2:6][CH2:5][CH2:4][CH2:3][CH2:2]1.O.O.[Sn](Cl)(Cl)(Cl)Cl.[OH-].[Na+]>C(O)C>[NH2:21][C:18]1[CH:17]=[CH:16][C:15]([N:12]2[CH:13]=[CH:14][N:10]([CH2:9][CH2:8][CH2:7][CH:1]3[CH2:6][CH2:5][CH2:4][CH2:3][CH2:2]3)[C:11]2=[O:24])=[CH:20][CH:19]=1 |f:1.2.3,4.5|. Procedure details: 1-(3-Cyclohexyl-propyl)-3-(4-nitro-phenyl)-1,3-dihydro-imidazol-2-one (15.4 g, 46.8 mmol) and tin chloride dihydrate (53.0 g, 234.5 mmol, 5.0 equiv) were combined in ethanol and heated at 70° C. for two hours. The mixture was cooled to 25° C. and poured onto ice (500 mL). The aqueous mixture was adjusted to pH=8 with 1 N aqueous sodium hydroxide solution. The aqueous phase was extracted with ethyl acetate (3×). The combined organic phase was washed with saturated aqueous sodium chloride solution... Starting materials: COC(=O)CBr, O=C([O-])[O-], CN(C)C=O, [Cs+], [Cs+], CC(C)CN(C(=O)c1nc2ccccc2[nH]1)C1CC(C(=O)N2CCOCC2)CN(C(=O)OC(C)(C)C)C1. The product is COC(=O)Cn1c(C(=O)N(CC(C)C)C2CC(C(=O)N3CCOCC3)CN(C(=O)OC(C)(C)C)C2)nc2ccccc21. As a reaction SMILES: [Br:38][CH2:39][C:40](=[O:41])[O:42][CH3:43].[C:44](=[O:45])([O-:46])[O-:47].[CH3:50][N:51]([CH3:52])[CH:53]=[O:54].[Cs+:48].[Cs+:49].[nH:1]1[c:2]([C:10](=[O:11])[N:12]([CH:13]2[CH2:14][N:15]([C:27](=[O:28])[O:29][C:30]([CH3:31])([CH3:32])[CH3:33])[CH2:16][CH:17]([C:19](=[O:20])[N:21]3[CH2:22][CH2:23][O:24][CH2:25][CH2:26]3)[CH2:18]2)[CH2:34][CH:35]([CH3:36])[CH3:37])[n:3][c:4]2[c:5]1[cH:6][cH:7][cH:8][cH:9]2>>[n:1]1([CH2:39][C:40](=[O:41])[O:42][CH3:43])[c:2]([C:10](=[O:11])[N:12]([CH:13]2[CH2:14][N:15]([C:27](=[O:28])[O:29][C:30]([CH3:31])([CH3:32])[CH3:33])[CH2:16][CH:17]([C:19](=[O:20])[N:21]3[CH2:22][CH2:23][O:24][CH2:25][CH2:26]3)[CH2:18]2)[CH2:34][CH:35]([CH3:36])[CH3:37])[n:3][c:4]2[c:5]1[cH:6][cH:7][cH:8][cH:9]2. The product is C=C1CCCP1(=O)c1ccccc1. Starting materials: ClCCl, O=P1(c2ccccc2)CCCC1CO. Reaction SMILES: [Cl:15][CH2:16][Cl:17].[c:1]1([P:7]2(=[O:14])[CH:8]([CH2:12][OH:13])[CH2:9][CH2:10][CH2:11]2)[cH:2][cH:3][cH:4][cH:5][cH:6]1>>[c:1]1([P:7]2(=[O:14])[C:8](=[CH2:12])[CH2:9][CH2:10][CH2:11]2)[cH:2][cH:3][cH:4][cH:5][cH:6]1. Starting materials: O=C([O-])[O-], CCOC(=O)C1(c2ccc(-c3ccc(-c4onc(C)c4C4CO4)cc3)cc2)CC1, SCc1ccccc1, [K+], [K+], CN(C)C=O. Yields the product CCOC(=O)C1(c2ccc(-c3ccc(-c4onc(C)c4C(O)CSCc4ccccc4)cc3)cc2)CC1. Reaction SMILES: [C:30](=[O:31])([O-:32])[O-:33].[CH2:1]([CH3:2])[O:3][C:4](=[O:5])[C:6]1([c:9]2[cH:10][cH:11][c:12](-[c:15]3[cH:16][cH:17][c:18](-[c:21]4[c:22]([CH:27]5[O:28][CH2:29]5)[c:23]([CH3:26])[n:24][o:25]4)[cH:19][cH:20]3)[cH:13][cH:14]2)[CH2:7][CH2:8]1.[CH2:36]([c:37]1[cH:38][cH:39][cH:40][cH:41][cH:42]1)[SH:43].[K+:34].[K+:35].[O:44]=[CH:45][N:46]([CH3:47])[CH3:48]>>[CH2:1]([CH3:2])[O:3][C:4](=[O:5])[C:6]1([c:9]2[cH:10][cH:11][c:12](-[c:15]3[cH:16][cH:17][c:18](-[c:21]4[c:22]([CH:27]([OH:28])[CH2:29][S:43][CH2:36][c:37]5[cH:38][cH:39][cH:40][cH:41][cH:42]5)[c:23]([CH3:26])[n:24][o:25]4)[cH:19][cH:20]3)[cH:13][cH:14]2)[CH2:7][CH2:8]1. Reactants: BrB(Br)Br, ClCCl, COc1cc2c(cc1C=O)C(C)(C)CO2, O. As a reaction SMILES: [B:16]([Br:17])([Br:18])[Br:19].[CH2:21]([Cl:22])[Cl:23].[CH3:1][O:2][c:3]1[cH:4][c:5]2[c:6]([cH:12][c:13]1[CH:14]=[O:15])[C:7]([CH3:10])([CH3:11])[CH2:8][O:9]2.[OH2:20]>>[OH:2][c:3]1[cH:4][c:5]2[c:6]([cH:12][c:13]1[CH:14]=[O:15])[C:7]([CH3:10])([CH3:11])[CH2:8][O:9]2. The product is CC1(C)COc2cc(O)c(C=O)cc21. Starting materials: N1=C(C=CC=C1)C1=NOC(=N1)C=1C=NC=C(C1)Br (3-(2-pyridyl)-5-(5-bromo-pyrid-3-yl)-1,2,4-oxadiazole), N1=CN=CC(=C1)B(O)O (5-pyrimidylboronic acid), C([O-])([O-])=O.[Na+].[Na+] (sodium carbonate). Reagents/catalysts: C=1C=CC(=CC1)[P](C=2C=CC=CC2)(C=3C=CC=CC3)[Pd]([P](C=4C=CC=CC4)(C=5C=CC=CC5)C=6C=CC=CC6)([P](C=7C=CC=CC7)(C=8C=CC=CC8)C=9C=CC=CC9)[P](C=1C=CC=CC1)(C=1C=CC=CC1)C=1C=CC=CC1 (Pd(PPh3)4). The solvent is COCCOC (ethylene glycol dimethyl ether). Product: N1=C(C=CC=C1)C1=NOC(=N1)C=1C=NC=C(C1)C=1C=NC=NC1 (3-(2-pyridyl)-5-[5-(5-pyrimidyl)-pyrid-3-yl ]-1,2,4-oxadiazole). Isolated yield 7.6%. RXN SMILES: [N:1]1[CH:6]=[CH:5][CH:4]=[CH:3][C:2]=1[C:7]1[N:11]=[C:10]([C:12]2[CH:13]=[N:14][CH:15]=[C:16](Br)[CH:17]=2)[O:9][N:8]=1.[N:19]1[CH:24]=[C:23](B(O)O)[CH:22]=[N:21][CH:20]=1.C(=O)([O-])[O-].[Na+].[Na+]>C1C=CC([P]([Pd]([P](C2C=CC=CC=2)(C2C=CC=CC=2)C2C=CC=CC=2)([P](C2C=CC=CC=2)(C2C=CC=CC=2)C2C=CC=CC=2)[P](C2C=CC=CC=2)(C2C=CC=CC=2)C2C=CC=CC=2)(C2C=CC=CC=2)C2C=CC=CC=2)=CC=1.COCCOC>[N:1]1[CH:6]=[CH:5][CH:4]=[CH:3][C:2]=1[C:7]1[N:11]=[C:10]([C:12]2[CH:13]=[N:14][CH:15]=[C:16]([C:23]3[CH:24]=[N:19][CH:20]=[N:21][CH:22]=3)[CH:17]=2)[O:9][N:8]=1 |f:2.3.4,^1:37,39,58,77|. Procedure details: In a similar fashion, 3-(2-pyridyl)-5-(5-bromo-pyrid-3-yl)-1,2,4-oxadiazole (42 mg, 0.1385 mmole), 5-pyrimidylboronic acid (26.6 mg,0.208 mmole) and Pd(PPh3)4 (23.99 mg, 0.021 mmole) in a solution of 2M sodium carbonate (1.5 mL) and ethylene glycol dimethyl ether (1.5 mL) was heated overnight at 105° C. Standard workup afforded 3.2 mg (8%) of 3-(2-pyridyl)-5-[5-(5-pyrimidyl)-pyrid-3-yl ]-1,2,4-oxadiazole (3.2 mg, 7.6%). Reaction SMILES: [C:1](O)([C:3](F)(F)F)=[O:2].Br[C:9]1[CH:14]=[CH:13][C:12]([C:15]2[CH:16]=[N:17][C:18]3[N:19]([C:21]([C:24]4([C:27]5[CH:28]=[C:29]6[C:34](=[CH:35][CH:36]=5)[N:33]=[CH:32][CH:31]=[CH:30]6)[CH2:26][CH2:25]4)=[CH:22][N:23]=3)[N:20]=2)=[CH:11][CH:10]=1>>[CH3:18][N:19]([CH3:21])[C:1]([C:3]1[CH:11]=[CH:12][C:15]([C:9]2[CH:10]=[CH:11][C:12]([C:15]3[CH:16]=[N:17][C:18]4[N:19]([C:21]([C:24]5([C:27]6[CH:36]=[C:35]7[C:34](=[CH:29][CH:28]=6)[N:33]=[CH:32][CH:31]=[CH:30]7)[CH2:25][CH2:26]5)=[CH:22][N:23]=4)[N:20]=3)=[CH:13][CH:14]=2)=[CH:16][N:17]=1)=[O:2]. The reactants are C(=O)(C(F)(F)F)O (TFA), BrC1=CC=C(C=C1)C=1C=NC=2N(N1)C(=CN2)C2(CC2)C=2C=C1C=CC=NC1=CC2 (6-{1-[2-(4-bromophenyl)imidazo[1,2-b][1,2,4]triazin-7-yl]cyclopropyl}quinoline). Product: CN(C(=O)C1=NC=C(C=C1)C1=CC=C(C=C1)C=1C=NC=2N(N1)C(=CN2)C2(CC2)C=2C=C1C=CC=NC1=CC2)C (N,N-Dimethyl-5-{4-[7-(1-quinolin-6-ylcyclopropyl)imidazo[1,2-b][1,2,4]triazin-2-yl]phenyl}pyridine-2-carboxamide). Reported procedure: This compound was prepared as a TFA salt starting from 6-{1-[2-(4-bromophenyl)imidazo[1,2-b][1,2,4]triazin-7-yl]cyclopropyl}quinoline using procedures analogous to those for Example 94. LCMS: (M+H)=512.3 Reactants: [Br-], C1CCOC1, C[Mg+], COc1ncc(Nc2ncc(C(C)=O)cc2-c2cc(N)nc(C)n2)cc1F. The product is COc1ncc(Nc2ncc(C(C)(C)O)cc2-c2cc(N)nc(C)n2)cc1F. Reaction SMILES: [Br-:28].[CH2:31]1[O:32][CH2:33][CH2:34][CH2:35]1.[CH3:29][Mg+:30].[NH2:1][c:2]1[cH:3][c:4](-[c:9]2[cH:10][c:11]([C:25]([CH3:26])=[O:27])[cH:12][n:13][c:14]2[NH:15][c:16]2[cH:17][n:18][c:19]([O:23][CH3:24])[c:20]([F:22])[cH:21]2)[n:5][c:6]([CH3:8])[n:7]1>>[NH2:1][c:2]1[cH:3][c:4](-[c:9]2[cH:10][c:11]([C:25]([CH3:26])([OH:27])[CH3:29])[cH:12][n:13][c:14]2[NH:15][c:16]2[cH:17][n:18][c:19]([O:23][CH3:24])[c:20]([F:22])[cH:21]2)[n:5][c:6]([CH3:8])[n:7]1. Starting materials: O=C=NCc1ccc(Cl)cc1, Nc1ncnc2cc(CN3CCNCC3=O)ccc12, CN(C)C=O. The product is Nc1ncnc2cc(CN3CCN(C(=O)NCc4ccc(Cl)cc4)CC3=O)ccc12. RXN SMILES: [Cl:20][c:21]1[cH:22][cH:23][c:24]([CH2:25][N:26]=[C:27]=[O:28])[cH:29][cH:30]1.[NH2:1][c:2]1[n:3][cH:4][n:5][c:6]2[cH:7][c:8]([CH2:12][N:13]3[C:14](=[O:19])[CH2:15][NH:16][CH2:17][CH2:18]3)[cH:9][cH:10][c:11]12.[O:31]=[CH:32][N:33]([CH3:34])[CH3:35]>>[NH2:1][c:2]1[n:3][cH:4][n:5][c:6]2[cH:7][c:8]([CH2:12][N:13]3[C:14](=[O:19])[CH2:15][N:16]([C:27]([NH:26][CH2:25][c:24]4[cH:23][cH:22][c:21]([Cl:20])[cH:30][cH:29]4)=[O:28])[CH2:17][CH2:18]3)[cH:9][cH:10][c:11]12.